Dataset: the Open Reaction Database (ORD), a public repository of structured organic reaction records. Task: describe an organic reaction: reactants, conditions, products, and yield The product is COC(=O)c1ccc(CCC(C=O)Cc2ccc(C#N)cc2)cc1. Starting materials: COC(=O)c1ccc(CCC(CO)Cc2ccc(C#N)cc2)cc1, ClCCl, O=[Cr](=O)([O-])Cl, c1cc[nH+]cc1. As a reaction SMILES: [C:1](#[N:2])[c:3]1[cH:4][cH:5][c:6]([CH2:7][CH:8]([CH2:9][CH2:10][c:11]2[cH:12][cH:13][c:14]([C:15](=[O:16])[O:17][CH3:18])[cH:19][cH:20]2)[CH2:21][OH:22])[cH:23][cH:24]1.[Cl:36][CH2:37][Cl:38].[O:25]=[Cr:26]([Cl:27])([O-:28])=[O:29].[nH+:30]1[cH:31][cH:32][cH:33][cH:34][cH:35]1>>[C:1](#[N:2])[c:3]1[cH:4][cH:5][c:6]([CH2:7][CH:8]([CH2:9][CH2:10][c:11]2[cH:12][cH:13][c:14]([C:15](=[O:16])[O:17][CH3:18])[cH:19][cH:20]2)[CH:21]=[O:22])[cH:23][cH:24]1. The reactants are C(F)(F)(F)[Si](C)(C)C (CF3TMS), C(C=C)N1C(=CC(=C1)C=O)C#N (1-allyl-4-formyl-1H-pyrrole-2-carbonitrile), CCCC[N+](CCCC)(CCCC)CCCC.[F-] (TBAF). Run in C1CCOC1 (THF). Reaction conditions: time 2 hour. Yields the product C(C=C)N1C(=CC(=C1)C(C(F)(F)F)O)C#N (1-allyl-4-(2,2,2-trifluoro-1-hydroxyethyl)-1H-pyrrole-2-carbonitrile). As a reaction SMILES: [CH2:1]([N:4]1[CH:8]=[C:7]([CH:9]=[O:10])[CH:6]=[C:5]1[C:11]#[N:12])[CH:2]=[CH2:3].[C:13]([Si](C)(C)C)([F:16])([F:15])[F:14].CCCC[N+](CCCC)(CCCC)CCCC.[F-]>C1COCC1>[CH2:1]([N:4]1[CH:8]=[C:7]([CH:9]([OH:10])[C:13]([F:16])([F:15])[F:14])[CH:6]=[C:5]1[C:11]#[N:12])[CH:2]=[CH2:3] |f:2.3|. Reported procedure: To a chilled (0° C.) solution of 1-allyl-4-formyl-1H-pyrrole-2-carbonitrile (1.25 g, 7.8 mmol, 1 equiv.) in 10 mL of THF was added CF3TMS (1.5 ml, 9.5 mmol, 1.2 equiv.) dropwise followed by TBAF (1M in THF, 9.4 ml, 9.4 mmol, 1.2 equiv.) slowly dropwise. The cold bath was then removed and the mixture was stirred at room temperature. After 2 hours, the reaction was quenched with water and extracted with EtOAc. The organic was dried, filtered, and concentrated in vacuo. The residue was purified by ... Reactants: C(C)(C)C=1C=CC(=NC1)S(=O)(=O)NC1=NC(=NC(=C1OC1=C(C=CC=C1)OC)OCCN)C1=CC=NC=C1 (5-isopropyl-N-[6-(2-aminoethoxy)-5-(o-methoxyphenoxy)-2-(4-pyridyl)-4-pyrimidinyl]-2-pyridine sulfonamide), C(C)S(=O)(=O)Cl (ethanesulfonylchloride). The product is C(C)(C)C=1C=CC(=NC1)S(=O)(=O)NC1=NC(=NC(=C1OC1=C(C=CC=C1)OC)OCCNS(=O)(=O)CC)C1=NC=CC=C1 (5-isopropyl-N-[6-(2-(ethanesulfonylamino)-ethoxy)-5-(o-methoxyphenoxy)-2-(2-pyridyl)-4-pyrimidinyl]-2-pyridine sulfonamide). RXN SMILES: [CH:1]([C:4]1[CH:5]=[CH:6][C:7]([S:10]([NH:13][C:14]2[C:19]([O:20][C:21]3[CH:26]=[CH:25][CH:24]=[CH:23][C:22]=3[O:27][CH3:28])=[C:18]([O:29][CH2:30][CH2:31][NH2:32])[N:17]=[C:16](C3C=CN=CC=3)[N:15]=2)(=[O:12])=[O:11])=[N:8][CH:9]=1)([CH3:3])[CH3:2].[CH2:39]([S:41](Cl)(=[O:43])=[O:42])[CH3:40]>>[CH:1]([C:4]1[CH:5]=[CH:6][C:7]([S:10]([NH:13][C:14]2[C:19]([O:20][C:21]3[CH:26]=[CH:25][CH:24]=[CH:23][C:22]=3[O:27][CH3:28])=[C:18]([O:29][CH2:30][CH2:31][NH:32][S:41]([CH2:39][CH3:40])(=[O:43])=[O:42])[N:17]=[C:16]([C:7]3[CH:6]=[CH:5][CH:4]=[CH:9][N:8]=3)[N:15]=2)(=[O:11])=[O:12])=[N:8][CH:9]=1)([CH3:3])[CH3:2]. Procedure: According to the procedure described in Example 4a) 100 mg 5-isopropyl-N-[6-(2-aminoethoxy)-5-(o-methoxyphenoxy)-2-(4-pyridyl)-4-pyrimidinyl]-2-pyridine sulfonamide was reacted with ethanesulfonylchloride to give 83 mg 5-isopropyl-N-[6-(2-(ethanesulfonylamino)-ethoxy)-5-(o-methoxyphenoxy)-2-(2-pyridyl)-4-pyrimidinyl]-2-pyridine sulfonamide. LC-MS: tR=4.28 min, [M+1]+=629.63, [M−1]−=627.73.